Dataset: the Open Reaction Database (ORD), a public repository of structured organic reaction records. Task: describe an organic reaction: reactants, conditions, products, and yield Yields the product C(C)OP(=O)(OCC)C(C1=CC=C(C(=O)O)C=C1)(F)F (4-[(Diethoxy-phosphoryl)-difluoro-methyl]-benzoic acid). Procedure details: To a solution of [Difluoro-(4-formyl-phenyl)-methyl]-phosphonic acid diethyl ester (260 mg, 0.9 mmol) in acetone (25 mL) at room temperature was added Jones reagent (5 mL). The reaction was quenched by addition of ethanol (5 mL). The reaction was then concentrated under reduced pressure to 5 mL. The residue was diluted with ethyl acetate and washed with water (2×20 mL), saturated sodium chloride (20 mL), dried over magnesium sulfate, filtered, and concentrated under reduced pressure to yield a w... Yield: 98.0%. Solvent: CC(=O)C (acetone). As a reaction SMILES: [CH2:1]([O:3][P:4]([C:9]([F:19])([F:18])[C:10]1[CH:15]=[CH:14][C:13]([CH:16]=[O:17])=[CH:12][CH:11]=1)(=[O:8])[O:5][CH2:6][CH3:7])[CH3:2].CC(C)=[O:22].OS(O)(=O)=O.O=[Cr](=O)=O>CC(C)=O>[CH2:1]([O:3][P:4]([C:9]([F:19])([F:18])[C:10]1[CH:15]=[CH:14][C:13]([C:16]([OH:22])=[O:17])=[CH:12][CH:11]=1)([O:5][CH2:6][CH3:7])=[O:8])[CH3:2] |f:1.2.3|. Reactants: C(C)OP(OCC)(=O)C(C1=CC=C(C=C1)C=O)(F)F ([Difluoro-(4-formyl-phenyl)-methyl]-phosphonic acid diethyl ester), CC(=O)C.OS(=O)(=O)O.O=[Cr](=O)=O (Jones reagent). Reactants: C1CCOC1, CC1(C)CC(=O)CC(C)(C)C1, O=C(c1ccccc1)c1ccc(OCCO)cc1. Product: CC1(C)CC(=C(c2ccccc2)c2ccc(OCCO)cc2)CC(C)(C)C1. As a reaction SMILES: [CH2:30]1[O:31][CH2:32][CH2:33][CH2:34]1.[CH3:19][C:20]1([CH3:29])[CH2:21][C:22](=[O:28])[CH2:23][C:24]([CH3:26])([CH3:27])[CH2:25]1.[OH:1][CH2:2][CH2:3][O:4][c:5]1[cH:6][cH:7][c:8]([C:11](=[O:12])[c:13]2[cH:14][cH:15][cH:16][cH:17][cH:18]2)[cH:9][cH:10]1>>[OH:1][CH2:2][CH2:3][O:4][c:5]1[cH:6][cH:7][c:8]([C:11]([c:13]2[cH:14][cH:15][cH:16][cH:17][cH:18]2)=[C:22]2[CH2:21][C:20]([CH3:19])([CH3:29])[CH2:25][C:24]([CH3:26])([CH3:27])[CH2:23]2)[cH:9][cH:10]1. Reactants: CC1(CCC=C(C1)N1CCOCC1)C.CC1(C=C(CCC1)N1CCOCC1)C (4-(5,5-dimethyl-cyclohex-1-enyl)-morpholine 4-(3,3-Dimethyl-cyclohex-1-enyl)-morpholine), C(C)OC1=CC=C(C=C1)N=C=O (4-ethoxyphenyl isocyanate), ClCCl (dichloromethane). The solvent is C(Cl)(Cl)Cl (chloroform). Conditions: time 20 hour. Product: C(C)OC1=CC=C(C=C1)NC(=O)C1C(CC(CC1)(C)C)=O (4,4-Dimethyl-2-oxo-cyclohexanecarboxylic acid (4-ethoxy-phenyl) amide). Reaction SMILES: [CH3:1][C:2]1([CH3:14])[CH2:7][C:6](N2CCOCC2)=[CH:5][CH2:4][CH2:3]1.CC1(C)CCCC(N2CC[O:25]CC2)=C1.[CH2:29]([O:31][C:32]1[CH:37]=[CH:36][C:35]([N:38]=[C:39]=[O:40])=[CH:34][CH:33]=1)[CH3:30].ClCCl>C(Cl)(Cl)Cl>[CH2:29]([O:31][C:32]1[CH:37]=[CH:36][C:35]([NH:38][C:39]([CH:5]2[CH2:4][CH2:3][C:2]([CH3:14])([CH3:1])[CH2:7][C:6]2=[O:25])=[O:40])=[CH:34][CH:33]=1)[CH3:30] |f:0.1|. Procedure details: Compound I1, a mixture of 4-(5,5-dimethyl-cyclohex-1-enyl)-morpholine/4-(3,3-Dimethyl-cyclohex-1-enyl)-morpholine (3:1), (1.28 g, 6.55 mmol.) and 4-ethoxyphenyl isocyanate (1.20 g, 7.20 mmol.) in 32 mL of chloroform was stirred at room temperature for 20 h. Upon completion, 50 mL of dichloromethane was added and the resulting solution was washed with water twice and brine, dried over anhydrous sodium sulfate and concentrated. There was obtained 2.04 g of I2, which was used in next step without p... Starting materials: B, CCOc1ccc(Cc2cc(Br)c(CCC(=O)O)cc2Cl)cc1, C1CCOC1. Product: CCOc1ccc(Cc2cc(Br)c(CCCO)cc2Cl)cc1. Reaction SMILES: [BH3:24].[Br:1][c:2]1[c:3]([CH2:19][CH2:20][C:21](=[O:22])[OH:23])[cH:4][c:5]([Cl:18])[c:6]([CH2:8][c:9]2[cH:10][cH:11][c:12]([O:15][CH2:16][CH3:17])[cH:13][cH:14]2)[cH:7]1.[CH2:25]1[O:26][CH2:27][CH2:28][CH2:29]1>>[Br:1][c:2]1[c:3]([CH2:19][CH2:20][CH2:21][OH:22])[cH:4][c:5]([Cl:18])[c:6]([CH2:8][c:9]2[cH:10][cH:11][c:12]([O:15][CH2:16][CH3:17])[cH:13][cH:14]2)[cH:7]1.